This data is from the Open Reaction Database (ORD), a public repository of structured organic reaction records. The task is: describe an organic reaction: reactants, conditions, products, and yield Starting materials: [B] (boron), Cl.COC=1C=CC=C2CCC(CC12)N1CCN(CC1)C1=NC=CC=N1 (2-(4-(1,2,3,4-Tetrahydro-8-methoxy-2-naphthalenyl)-1-piperazinyl]-pyrimidine hydrochloride), C(=O)(O)[O-].[Na+] (NaHCO3). Run in C(Cl)Cl (methylene chloride), C(Cl)Cl (methylene chloride). Conditions: temperature -78 celsius, time 3 day. Product: OC=1C=CC=C2CCC(CC12)N1CCN(CC1)C1=NC=CC=N1 (2-[4-(1,2,3,4-tetrahydro-8-hydroxy-2-naphthalenyl)-1-piperazinyl]pyrimidine). The yield is 70.9%. Reaction SMILES: Cl.C[O:3][C:4]1[CH:5]=[CH:6][CH:7]=[C:8]2[C:13]=1[CH2:12][CH:11]([N:14]1[CH2:19][CH2:18][N:17]([C:20]3[N:25]=[CH:24][CH:23]=[CH:22][N:21]=3)[CH2:16][CH2:15]1)[CH2:10][CH2:9]2.[B].C([O-])(O)=O.[Na+]>C(Cl)Cl>[OH:3][C:4]1[CH:5]=[CH:6][CH:7]=[C:8]2[C:13]=1[CH2:12][CH:11]([N:14]1[CH2:19][CH2:18][N:17]([C:20]3[N:21]=[CH:22][CH:23]=[CH:24][N:25]=3)[CH2:16][CH2:15]1)[CH2:10][CH2:9]2 |f:0.1,3.4|. Procedure: 2-(4-(1,2,3,4-Tetrahydro-8-methoxy-2-naphthalenyl)-1-piperazinyl]-pyrimidine hydrochloride (1.62 g, 5.0 mmole) was dissolved in 185 ml of methylene chloride and cooled to -78° C. in a dry ice/acetone bath. A mixture of 15 ml of 1 M boron triboromide and 15 ml of methylene chloride was added. The reaction mixture was allowed to come to room temperature and it was then stirred for three days. The reaction was then poured into a saturated NaHCO3 solution and the product extracted with 600 ml of chl... Starting materials: C(C)(C)(C)OC(=O)N1CCC2C(C3=CC=C(C=C3C2C1)C1=C(C=C(C=C1)Cl)Cl)=O (6-(2,4-dichloro-phenyl)-9-oxo-1,2,4,4a,9,9a-hexahydro-3-aza-fluorene-3-carboxylic acid tert-butyl ester), FC(C(=O)O)(F)F (trifluoroacetic acid). Run in C(Cl)Cl (CH2Cl2). Reaction conditions: temperature 20 celsius, time 2 hour. The product is ClC1=C(C=CC(=C1)Cl)C=1C=C2[C@H]3CNCC[C@H]3C(C2=CC1)=O (cis-6-(2,4-Dichloro-phenyl)-1,2,3,4,4a,9a-hexahydro-3-aza-fluoren-9-one). RXN SMILES: C(OC([N:8]1[CH2:20][CH:19]2[CH:11]([C:12](=[O:29])[C:13]3[C:18]2=[CH:17][C:16]([C:21]2[CH:26]=[CH:25][C:24]([Cl:27])=[CH:23][C:22]=2[Cl:28])=[CH:15][CH:14]=3)[CH2:10][CH2:9]1)=O)(C)(C)C.FC(F)(F)C(O)=O>C(Cl)Cl>[Cl:28][C:22]1[CH:23]=[C:24]([Cl:27])[CH:25]=[CH:26][C:21]=1[C:16]1[CH:17]=[C:18]2[C:13](=[CH:14][CH:15]=1)[C:12](=[O:29])[C@H:11]1[C@@H:19]2[CH2:20][NH:8][CH2:9][CH2:10]1. Reported procedure: To a solution of 6-(2,4-dichloro-phenyl)-9-oxo-1,2,4,4a,9,9a-hexahydro-3-aza-fluorene-3-carboxylic acid tert-butyl ester in CH2Cl2 (3.2 mL) was added trifluoroacetic acid (0.8 mL). The reaction mixture was stirred for 2 h at 20° C. then concentrated in vacuo. The residue was basified with NH4OH then extracted with CH2Cl2. The organic layer was dried over MgSO4, filtered and concentrated in vacuo to give the title compound (42 mg, 0.13 mmol): MS (ES) 332.1 (M+H). Starting materials: ClC1=CC2=C(OCC3=C(C2Cl)C=CC=C3)C=C1 (2,11-Dichloro-6,11-dihydrodibenz[b,e]oxepin), C(#N)[Cu] (CuCN). The solvent is C1(=CC=CC=C1)C (toluene). Product: ClC1=CC2=C(OCC3=C(C2C#N)C=CC=C3)C=C1 (2-chloro-11-cyano-6,11-dihydrodibenz[b,e]oxepin). As a reaction SMILES: [Cl:1][C:2]1[CH:17]=[CH:16][C:5]2[O:6][CH2:7][C:8]3[CH:15]=[CH:14][CH:13]=[CH:12][C:9]=3[CH:10](Cl)[C:4]=2[CH:3]=1.[C:18]([Cu])#[N:19]>C1(C)C=CC=CC=1>[Cl:1][C:2]1[CH:17]=[CH:16][C:5]2[O:6][CH2:7][C:8]3[CH:15]=[CH:14][CH:13]=[CH:12][C:9]=3[CH:10]([C:18]#[N:19])[C:4]=2[CH:3]=1. Procedure details: 2,11-Dichloro-6,11-dihydrodibenz[b,e]oxepin (7.7 g; 0.03 mole) of example 25-A is dissolved in dry toluene (120 ml) and placed under a positive dry nitrogen atmosphere. To this solution is added CuCN (5.2 g; 0.05 mole) in one portion and the reaction brought to reflux for 61/2 hours. The reaction mixture is filtered while hot (80° C.) and the salts washed with tolune. After removing the filtrate in vacuo the resulting solid is triturated with hexane and dried to yield 2-chloro-11-cyano-6,11-dihy... The reactants are NCCCC(=O)O (4-amino-butanoic acid), C(C1=C(C=CC=C1)SSC1=C(C(=O)Cl)C=CC=C1)(=O)Cl (2,2'-dithiobisbenzoyl chloride). Yields the product C(=O)(O)CCCNC(=O)C1=C(C=CC=C1)SSC1=C(C(=O)NCCCC(=O)O)C=CC=C1 (4-[2-[2-(3-Carboxypropylcarbamoyl)phenyldisulfanyl]benzoylamino] butanoic acid). The yield is 49.9%. RXN SMILES: [NH2:1][CH2:2][CH2:3][CH2:4][C:5]([OH:7])=[O:6].[C:8](Cl)(=[O:26])[C:9]1[CH:14]=[CH:13][CH:12]=[CH:11][C:10]=1[S:15][S:16][C:17]1[CH:25]=[CH:24][CH:23]=[CH:22][C:18]=1[C:19](Cl)=[O:20]>>[C:5]([CH2:4][CH2:3][CH2:2][NH:1][C:8]([C:9]1[CH:14]=[CH:13][CH:12]=[CH:11][C:10]=1[S:15][S:16][C:17]1[CH:25]=[CH:24][CH:23]=[CH:22][C:18]=1[C:19]([NH:1][CH2:2][CH2:3][CH2:4][C:5]([OH:7])=[O:6])=[O:20])=[O:26])([OH:7])=[O:6]. Procedure details: Following the procedure in Preparation 30, 16 g (0.15 mol) of 4-amino-butanoic acid was reacted with 10.8 g (0.03 mol) of 2,2'-dithiobisbenzoyl chloride to afford 7.14 g of the title compound. Reactants: COC1CCC(N1)=O (5-methoxypyrrolidin-2-one), C(C#C)[Si](C)(C)C (propargyl trimethylsilane). Reagents/catalysts: Cl[Ti](Cl)(Cl)Cl (TiCl4). The solvent is C(Cl)Cl (CH2Cl2), C(Cl)Cl (CH2Cl2). Reaction conditions: time 30 minute. Yields the product C(=C=C)C1CCC(N1)=O (5-(1,2-Propadienyl)pyrrolidin-2-one). Reaction SMILES: C[O:2][CH:3]1[NH:7][C:6](=O)[CH2:5][CH2:4]1.[CH2:9]([Si](C)(C)C)[C:10]#[CH:11]>C(Cl)Cl.Cl[Ti](Cl)(Cl)Cl>[CH:9]([CH:6]1[NH:7][C:3](=[O:2])[CH2:4][CH2:5]1)=[C:10]=[CH2:11]. Procedure details: A solution of 5-methoxypyrrolidin-2-one (34) (2.55 g, 33.3 mmol), propargyl trimethylsilane (3.77 g, 33.7 mmol) and CH2Cl2 (100 mL) was cooled to 0° C. To this solution was added TiCl4 (4.9 mL, 44.4 mmol) in CH2Cl2 (20 mL) over a 15 min period at ≤3° C. After stirring for 30 min, the reaction was poured through silica gel (30 g), rinsed with CH2Cl2 (100 mL), and this initial filtrate (120 mL) discarded. The silica gel was then washed with 5% MeOH/CH2Cl2 (100 mL) followed by 10% MeOH/CH2Cl2 (100 ...